Task: describe an organic reaction: reactants, conditions, products, and yield. Dataset: the Open Reaction Database (ORD), a public repository of structured organic reaction records The product is NC1=C(C=CC(=N1)NCCNC=1N=C(C2=C(N1)CCN(C2)C(=O)OC(C)(C)C)C2=C(C=C(C=C2)Cl)Cl)[N+](=O)[O-] (tert-butyl 2-({2-[(6-amino-5-nitro(2-pyridyl))amino]-ethyl}amino)-4-(2,4-dichlorophenyl)-5,6,7,8-tetrahydropyridino[4,3-d]pyrimidine-6-carboxylate). Reactants: ClC1=C(C=CC(=C1)Cl)C=1C2=C(N=C(N1)S(=O)(=O)C)CCN(C2)C(=O)OC(C)(C)C (tert-butyl 4-(2,4-dichlorophenyl)-2-(methylsulfonyl)-5,6,7,8-tetrahydropyridino[4,3-d]pyrimidine-6-carboxylate), NC1=NC(=CC=C1[N+](=O)[O-])NCCN (2-amino-3-nitro-6-(2-aminoethylamino)pyridine). Reported procedure: Reaction of tert-butyl 4-(2,4-dichlorophenyl)-2-(methylsulfonyl)-5,6,7,8-tetrahydropyridino[4,3-d]pyrimidine-6-carboxylate and 2-amino-3-nitro-6-(2-aminoethylamino)pyridine gave tert-butyl 2-({2-[(6-amino-5-nitro(2-pyridyl))amino]-ethyl}amino)-4-(2,4-dichlorophenyl)-5,6,7,8-tetrahydropyridino[4,3-d]pyrimidine-6-carboxylate. As a reaction SMILES: [Cl:1][C:2]1[CH:7]=[C:6]([Cl:8])[CH:5]=[CH:4][C:3]=1[C:9]1[C:10]2[CH2:22][N:21]([C:23]([O:25][C:26]([CH3:29])([CH3:28])[CH3:27])=[O:24])[CH2:20][CH2:19][C:11]=2[N:12]=[C:13](S(C)(=O)=O)[N:14]=1.[NH2:30][C:31]1[C:36]([N+:37]([O-:39])=[O:38])=[CH:35][CH:34]=[C:33]([NH:40][CH2:41][CH2:42][NH2:43])[N:32]=1>>[NH2:30][C:31]1[N:32]=[C:33]([NH:40][CH2:41][CH2:42][NH:43][C:13]2[N:14]=[C:9]([C:3]3[CH:4]=[CH:5][C:6]([Cl:8])=[CH:7][C:2]=3[Cl:1])[C:10]3[CH2:22][N:21]([C:23]([O:25][C:26]([CH3:29])([CH3:28])[CH3:27])=[O:24])[CH2:20][CH2:19][C:11]=3[N:12]=2)[CH:34]=[CH:35][C:36]=1[N+:37]([O-:39])=[O:38]. Yields the product C1(CC1)COC1=C(C=C(C=C1)OC)C1=C2C(=NC=C1)C(=C(N2COCC[Si](C)(C)C)C)C(=O)N[C@@H]2CC[C@H](CC2)NC(OC(C)(C)C)=O (tert-Butyl (trans-4-{[(7-[2-(cyclopropylmethoxy)-5-methoxyphenyl]-2-methyl-1-{[2-(trimethylsilyl)ethoxy]methyl}-1H-pyrrolo[3,2-b]pyridin-3-yl)carbonyl]amino}cyclohexyl)carbamate). Reported procedure: Starting from 7-[2-(cyclopropylmethoxy)-5-methoxyphenyl]-2-methyl-1-{[2-(trimethylsilyl)ethoxy]methyl}-1H-pyrrolo[3,2-b]pyridine-3-carboxylic acid (example D.c5) and commercially available tert-butyl trans-(4-amino-cyclohexyl)-carbamate the title compound is obtained as pale yellow viscous oil. As a reaction SMILES: [CH:1]1([CH2:4][O:5][C:6]2[CH:11]=[CH:10][C:9]([O:12][CH3:13])=[CH:8][C:7]=2[C:14]2[CH:19]=[CH:18][N:17]=[C:16]3[C:20]([C:32](O)=[O:33])=[C:21]([CH3:31])[N:22]([CH2:23][O:24][CH2:25][CH2:26][Si:27]([CH3:30])([CH3:29])[CH3:28])[C:15]=23)[CH2:3][CH2:2]1.[NH2:35][C@H:36]1[CH2:41][CH2:40][C@H:39]([NH:42][C:43](=[O:49])[O:44][C:45]([CH3:48])([CH3:47])[CH3:46])[CH2:38][CH2:37]1>>[CH:1]1([CH2:4][O:5][C:6]2[CH:11]=[CH:10][C:9]([O:12][CH3:13])=[CH:8][C:7]=2[C:14]2[CH:19]=[CH:18][N:17]=[C:16]3[C:20]([C:32]([NH:35][C@H:36]4[CH2:41][CH2:40][C@H:39]([NH:42][C:43](=[O:49])[O:44][C:45]([CH3:47])([CH3:46])[CH3:48])[CH2:38][CH2:37]4)=[O:33])=[C:21]([CH3:31])[N:22]([CH2:23][O:24][CH2:25][CH2:26][Si:27]([CH3:28])([CH3:30])[CH3:29])[C:15]=23)[CH2:3][CH2:2]1. Starting materials: C1(CC1)COC1=C(C=C(C=C1)OC)C1=C2C(=NC=C1)C(=C(N2COCC[Si](C)(C)C)C)C(=O)O (7-[2-(cyclopropylmethoxy)-5-methoxyphenyl]-2-methyl-1-{[2-(trimethylsilyl)ethoxy]methyl}-1H-pyrrolo[3,2-b]pyridine-3-carboxylic acid), N[C@@H]1CC[C@H](CC1)NC(OC(C)(C)C)=O (tert-butyl trans-(4-amino-cyclohexyl)-carbamate). The reactants are ClC1=C(C(=C(C=C1C)C)B(F)C1=C(C=C(C(=C1C)Cl)C)C)C (bis(chloromesityl)fluoroborane), C1(=C(C(=CC(=C1)C)C)B(F)C1=C(C=C(C=C1C)C)C)C (dimesitylfluoroborane). The product is ClC1=C(C(=C(C=C1C)C)B(C1=CC(=CC=C1)B(C1=C(C=C(C=C1C)C)C)C1=C(C=C(C=C1C)C)C)C1=C(C=C(C(=C1C)Cl)C)C)C (1-Bis(chloromesityl)boryl-3-dimesitylborylbenzene). Yield: 86.0%. Reaction SMILES: [Cl:1][C:2]1[C:7]([CH3:8])=[CH:6][C:5]([CH3:9])=[C:4]([B:10]([C:12]2[C:17]([CH3:18])=[C:16]([Cl:19])[C:15]([CH3:20])=[CH:14][C:13]=2[CH3:21])F)[C:3]=1[CH3:22].[C:23]1([CH3:42])[CH:28]=[C:27]([CH3:29])[CH:26]=[C:25]([CH3:30])[C:24]=1[B:31]([C:33]1[C:38]([CH3:39])=[CH:37][C:36]([CH3:40])=[CH:35][C:34]=1[CH3:41])F>>[Cl:1][C:2]1[C:7]([CH3:8])=[CH:6][C:5]([CH3:9])=[C:4]([B:10]([C:12]2[C:17]([CH3:18])=[C:16]([Cl:19])[C:15]([CH3:20])=[CH:14][C:13]=2[CH3:21])[C:2]2[CH:7]=[CH:6][CH:5]=[C:4]([B:31]([C:33]3[C:38]([CH3:39])=[CH:37][C:36]([CH3:40])=[CH:35][C:34]=3[CH3:41])[C:24]3[C:25]([CH3:30])=[CH:26][C:27]([CH3:29])=[CH:28][C:23]=3[CH3:42])[CH:3]=2)[C:3]=1[CH3:22]. Procedure: The compound is prepared by Method B described above in a yield of 86%, using 1 equivalent of bis(chloromesityl)fluoroborane and 1 equivalent of dimesitylfluoroborane. Physical data are given in Table 1. Starting materials: C(C)C1C2SC(=C(N2C1=O)C(=O)OCC1=CC=C(C=C1)[N+](=O)[O-])OC1=CC=CC=C1 (4-nitrobenzyl 6-ethyl-3-phenoxy-7-oxo-4-thia-1-azabicyclo[3,2,0]hept-2-ene-2-carboxylate), C([O-])(O)=O.[Na+] (sodium bicarbonate). Reagents/catalysts: [Pd] (palladium/charcoal). Solvent: O1CCOCC1 (dioxan), O (water). Yields the product C(C)C1C2SC(=C(N2C1=O)C(=O)[O-])OC1=CC=CC=C1.[Na+] (Sodium 6-ethyl-3-phenoxy-7-oxo-4-thia-1-azabicyclo-[3,2,0]hept-2-ene-2-carboxylat). Isolated yield 96.5%. Reaction SMILES: [CH2:1]([CH:3]1[C:9](=[O:10])[N:8]2[CH:4]1[S:5][C:6]([O:24][C:25]1[CH:30]=[CH:29][CH:28]=[CH:27][CH:26]=1)=[C:7]2[C:11]([O:13]CC1C=CC([N+]([O-])=O)=CC=1)=[O:12])[CH3:2].C(=O)(O)[O-].[Na+:35]>O1CCOCC1.O.[Pd]>[CH2:1]([CH:3]1[C:9](=[O:10])[N:8]2[CH:4]1[S:5][C:6]([O:24][C:25]1[CH:30]=[CH:29][CH:28]=[CH:27][CH:26]=1)=[C:7]2[C:11]([O-:13])=[O:12])[CH3:2].[Na+:35] |f:1.2,6.7|. Procedure: A mixture of a solution of 306 mg of 4-nitrobenzyl 6-ethyl-3-phenoxy-7-oxo-4-thia-1-azabicyclo[3,2,0]hept-2-ene-2-carboxylate in dioxan and 60 mg of sodium bicarbonate in water, and 10% palladium/charcoal was hydrogenated at 50 psi at 25° for 60 minutes. The mixture was then filtered through Celite, and lyophilised to yield 216 mg of the title compound as a pale yellow crystalline solid (96% of the theoretical yield). Reactants: [Mg] (magnesium), C(CCCC)C1=CC=C(C=C1)Br (4-pentyl-bromobenzene), FC(OC1=CC=C(C=C1)Br)(F)F (4-trifluoromethoxy-bromobenzene). The reagents and catalysts are Cl[Pd]Cl (PdCl2). The solvent is C1CCOC1 (THF), C1CCOC1 (THF), C1CCOC1 (THF). Conditions: time 16 hour. The product is FC(OC1=CC=C(C=C1)C1=CC=C(C=C1)CCCCC)(F)F (trifluoromethoxy-4-(4-pentylphenyl)benzene). RXN SMILES: [Mg].[CH2:2]([C:7]1[CH:12]=[CH:11][C:10](Br)=[CH:9][CH:8]=1)[CH2:3][CH2:4][CH2:5][CH3:6].[F:14][C:15]([F:25])([F:24])[O:16][C:17]1[CH:22]=[CH:21][C:20](Br)=[CH:19][CH:18]=1>C1COCC1.Cl[Pd]Cl>[F:14][C:15]([F:25])([F:24])[O:16][C:17]1[CH:22]=[CH:21][C:20]([C:10]2[CH:9]=[CH:8][C:7]([CH2:2][CH2:3][CH2:4][CH2:5][CH3:6])=[CH:12][CH:11]=2)=[CH:19][CH:18]=1. Procedure: A Grignard compound is prepared from 1.2 g of magnesium, 50 ml of THF and 11.4 g of 4-pentyl-bromobenzene in 25 ml of THF. When the addition is complete, the mixture is refluxed for a further I hour and cooled to 10°, and 14 g of 4-trifluoromethoxy-bromobenzene in 25 ml of THF and 0.73 g of PdCl2 (dppf) are added. The cooling is removed, but the reaction mixture should not climb above 20°. The mixture is subsequently stirred at room temperature for 16 hours, poured into 100 ml of saturated NH4Cl... Reaction SMILES: [Br:1][c:2]1[c:3]([O:35][CH2:36][C:37](=[O:38])[OH:39])[c:4](-[c:30]2[n:31][n:32][n:33][nH:34]2)[s:5][c:6]1-[c:7]1[cH:8][c:9]([NH:13][CH:14]2[CH2:15][CH2:16][N:17]([S:20](=[O:21])(=[O:22])[CH2:23][c:24]3[cH:25][cH:26][cH:27][cH:28][cH:29]3)[CH2:18][CH2:19]2)[cH:10][cH:11][cH:12]1.[C:49](=[O:50])([OH:51])[O-:52].[CH:40]([CH3:41])([CH3:42])[OH:43].[Na+:53].[O:54]=[CH:55][N:56]([CH3:57])[CH3:58].[S:44](=[O:45])(=[O:46])([OH:47])[OH:48]>>[Br:1][c:2]1[c:3]([O:35][CH2:36][C:37]([O:38][CH:40]([CH3:41])[CH3:42])=[O:39])[c:4](-[c:30]2[n:31][n:32][n:33][nH:34]2)[s:5][c:6]1-[c:7]1[cH:8][c:9]([NH:13][CH:14]2[CH2:15][CH2:16][N:17]([S:20](=[O:21])(=[O:22])[CH2:23][c:24]3[cH:25][cH:26][cH:27][cH:28][cH:29]3)[CH2:18][CH2:19]2)[cH:10][cH:11][cH:12]1. Product: CC(C)OC(=O)COc1c(-c2nnn[nH]2)sc(-c2cccc(NC3CCN(S(=O)(=O)Cc4ccccc4)CC3)c2)c1Br. Reactants: O=C(O)COc1c(-c2nnn[nH]2)sc(-c2cccc(NC3CCN(S(=O)(=O)Cc4ccccc4)CC3)c2)c1Br, O=C([O-])O, CC(C)O, [Na+], CN(C)C=O, O=S(=O)(O)O.